This data is from the Open Reaction Database (ORD), a public repository of structured organic reaction records. The task is: describe an organic reaction: reactants, conditions, products, and yield Starting materials: CCOC(=O)C=Cc1cccc(N)c1, O=C(O)c1csc(Cl)n1. Yields the product CCOC(=O)C=Cc1cccc(NC(=O)c2csc(Cl)n2)c1. Reaction SMILES: [CH2:10]([CH3:11])[O:12][C:13]([CH:14]=[CH:15][c:16]1[cH:17][c:18]([NH2:22])[cH:19][cH:20][cH:21]1)=[O:23].[Cl:1][c:2]1[s:3][cH:4][c:5]([C:7](=[O:8])[OH:9])[n:6]1>>[Cl:1][c:2]1[s:3][cH:4][c:5]([C:7](=[O:9])[NH:22][c:18]2[cH:17][c:16]([CH:15]=[CH:14][C:13]([O:12][CH2:10][CH3:11])=[O:23])[cH:21][cH:20][cH:19]2)[n:6]1. Yields the product FC(SC1=CC=C(C=C1)N1C(C2=C(C1=O)CCCC2)=O)(F)F (N-(p-trifluoromethylthiophenyl)-3,4,5,6-tetrahydrophthalimide). The reactants are C1(C2=C(C(=O)O1)CCCC2)=O (3,4,5,6-tetrahydrophthalic anhydride), FC(SC1=CC=C(N)C=C1)(F)F (p-trifluoromethylthioaniline). Reported procedure: In a manner similar to above, 1.6 g (0.01 mole) of 3,4,5,6-tetrahydrophthalic anhydride and 2.0 g (0.01 mole) of p-trifluoromethylthioaniline were treated to obtain 2.3 g of N-(p-trifluoromethylthiophenyl)-3,4,5,6-tetrahydrophthalimide (melting point, 112°-114° C.; 70% yield). Reaction SMILES: [C:1]1(=[O:11])[O:6][C:4](=O)[C:3]2[CH2:7][CH2:8][CH2:9][CH2:10][C:2]1=2.[F:12][C:13]([F:23])([F:22])[S:14][C:15]1[CH:21]=[CH:20][C:18]([NH2:19])=[CH:17][CH:16]=1>>[F:22][C:13]([F:12])([F:23])[S:14][C:15]1[CH:16]=[CH:17][C:18]([N:19]2[C:1](=[O:11])[C:2]3[CH2:10][CH2:9][CH2:8][CH2:7][C:3]=3[C:4]2=[O:6])=[CH:20][CH:21]=1. Isolated yield 70.3%.